This data is from the Open Reaction Database (ORD), a public repository of structured organic reaction records. The task is: describe an organic reaction: reactants, conditions, products, and yield The reactants are C(CC(=O)[O-])(=O)OC (monomethyl malonate), C(C)(=O)NCCN1C(=C(C=C1C)C=O)C (1-(2-acetylaminoethyl)-2,5-dimethylpyrrole-3-aldehyde), N1CCCCC1 (piperidine), C(CC(=O)[O-])(=O)OC (monomethyl malonate). Run in N1=CC=CC=C1 (pyridine). Reaction conditions: time 24 hour. Yields the product C(C)(=O)NCCN1C(=C(C=C1C)C=CC(=O)OC)C (Methyl 3-(1-(2-acetylaminoethyl)-2,5-dimethylpyrrol-3-yl)-2propenoate). The yield is 56.7%. As a reaction SMILES: [C:1]([O:7][CH3:8])(=[O:6])[CH2:2][C:3]([O-])=O.[C:9]([NH:12][CH2:13][CH2:14][N:15]1[C:19]([CH3:20])=[CH:18][C:17](C=O)=[C:16]1[CH3:23])(=[O:11])[CH3:10].N1CCCCC1>N1C=CC=CC=1>[C:9]([NH:12][CH2:13][CH2:14][N:15]1[C:16]([CH3:23])=[CH:17][C:18]([CH:3]=[CH:2][C:1]([O:7][CH3:8])=[O:6])=[C:19]1[CH3:20])(=[O:11])[CH3:10]. Procedure details: 6.1 g (0.05 mol) of monomethyl malonate are dissolved in 20 ml of pyridine. After addition of 10.4 g (0.05 mol) of 1-(2-acetylaminoethyl)-2,5-dimethylpyrrole-3-aldehyde (see Example 13) and 1 ml of piperidine, the mixture is heated under reflux for 15 hours. After addition of a further 27 g of monomethyl malonate, heating is continued for a further 24 hours, the mixture is concentrated, the residue is taken up in water, the mixture is extracted with methylene chloride and the methylene chloride ... The reactants are COB(OC)OC (Trimethylborate), ClC1=CC=C(C=C1)[Mg]Br (p-chlorophenyl magnesium bromide). Run in O1CCCC1 (tetrahydrofuran). Reaction conditions: time 8 hour. The product is ClC1=CC=C(C=C1)B(OC)C1=CC=C(C=C1)Cl (methyl di(p-chlorophenyl)borinate). Isolated yield 90.4%. As a reaction SMILES: [CH3:1][O:2][B:3](OC)OC.[Cl:8][C:9]1[CH:14]=[CH:13][C:12]([Mg]Br)=[CH:11][CH:10]=1>O1CCCC1>[Cl:8][C:9]1[CH:14]=[CH:13][C:12]([B:3]([C:12]2[CH:13]=[CH:14][C:9]([Cl:8])=[CH:10][CH:11]=2)[O:2][CH3:1])=[CH:11][CH:10]=1. Reported procedure: Trimethylborate (2.2 ml, 1.92×10−2 mol) is added dropwise to a freshly prepared solution of p-chlorophenyl magnesium bromide (40.4 ml, 1 M, 4.04×10−2 mol) in tetrahydrofuran (60 ml) under argon at −78° C. The mixture is warmed to room temperature and stirred overnight. The solution is cooled to −78° C. and excess grignard reagent is destroyed by the dropwise addition of methanol until no more effervescence is observed. The solvents are removed in vacuo and the residue dissolved in diethyl ether ... The reactants are CC(=O)O[BH-](OC(C)=O)OC(C)=O, CC(=O)O, COCCNC(=O)c1cccc2[nH]c(NCC3CCNCC3)nc12, CO, CS(C)=O, [Na+], O=Cc1cc(Cl)ccc1O. Yields the product COCCNC(=O)c1cccc2[nH]c(NCC3CCN(Cc4cc(Cl)ccc4O)CC3)nc12. RXN SMILES: [C:35]([O:36][BH-:37]([O:38][C:39](=[O:40])[CH3:41])[O:42][C:43](=[O:44])[CH3:45])(=[O:46])[CH3:47].[C:51]([OH:52])(=[O:53])[CH3:54].[CH3:1][O:2][CH2:3][CH2:4][NH:5][C:6](=[O:7])[c:8]1[cH:9][cH:10][cH:11][c:12]2[nH:13][c:14]([NH:17][CH2:18][CH:19]3[CH2:20][CH2:21][NH:22][CH2:23][CH2:24]3)[n:15][c:16]12.[CH3:49][OH:50].[CH3:55][S:56]([CH3:57])=[O:58].[Na+:48].[OH:25][c:26]1[c:27]([CH:28]=[O:29])[cH:30][c:31]([Cl:34])[cH:32][cH:33]1>>[CH3:1][O:2][CH2:3][CH2:4][NH:5][C:6](=[O:7])[c:8]1[cH:9][cH:10][cH:11][c:12]2[nH:13][c:14]([NH:17][CH2:18][CH:19]3[CH2:20][CH2:21][N:22]([CH2:28][c:27]4[c:26]([OH:25])[cH:33][cH:32][c:31]([Cl:34])[cH:30]4)[CH2:23][CH2:24]3)[n:15][c:16]12. Starting materials: [Na] (sodium), C(C)N(CCCl)CC (1-diethylamino-2-chloroethane), C(\C=C\C(=O)[O-])(=O)O (Hydrogen fumarate), [H-].[Na+] (sodium hydride), C1(CCCCCCCCCCC1)=NO (cyclododecanone oxime). Yields the product C(C)N(CC)CCON=C1CCCCCCCCCCC1 (1-(Diethylamino-ethoxyimino)cyclododecane). RXN SMILES: [Na].[H-].[Na+].[C:4]1(=[N:16][OH:17])[CH2:15][CH2:14][CH2:13][CH2:12][CH2:11][CH2:10][CH2:9][CH2:8][CH2:7][CH2:6][CH2:5]1.[CH2:18]([N:20]([CH2:24][CH3:25])[CH2:21][CH2:22]Cl)[CH3:19].C(O)(=O)/C=C/C([O-])=O>>[CH2:18]([N:20]([CH2:24][CH2:25][O:17][N:16]=[C:4]1[CH2:15][CH2:14][CH2:13][CH2:12][CH2:11][CH2:10][CH2:9][CH2:8][CH2:7][CH2:6][CH2:5]1)[CH2:21][CH3:22])[CH3:19] |f:1.2,^1:0|. Procedure: The sodium salt is formed in the usual way from 2.4 g. (0.1 moles) of sodium hydride and 19.73 g. (0.1 moles) of cyclododecanone oxime in a toluenic solution and then allowed to react with 14.9 g. (0.11 moles) of 1-diethylamino-2-chloroethane. Otherwise the operations are carried out in accordance with Example 1. Yield: 20 g. (67.56%); b.p. 172°-176° C./0.8 torr. Hydrogen fumarate, m.p.: 112°-114° C.